From a dataset of the Open Reaction Database (ORD), a public repository of structured organic reaction records. describe an organic reaction: reactants, conditions, products, and yield Reactants: C(C1=CC=CC=C1)NC1=C(C=NC=2N1N=CC2C(=O)O)C(=O)N2CCC1(CC2)OC(C2=CC=CC=C21)=O (7-Benzylamino-6-(3-oxo-3H-spiro[isobenzofuran-1,4′-piperidine]-1′-ylcarbonyl)pyrazolo[1,5-a]pyrimidine-3-carboxylic acid), CS(=O)(=O)N (methanesulfonamide). Product: C(C1=CC=CC=C1)NC1=C(C=NC=2N1N=CC2C(=O)NS(=O)(=O)C)C(=O)N2CCC1(CC2)OC(C2=CC=CC=C21)=O (N-[7-Benzylamino-6-(3-oxo-3H-spiro[isobenzofuran-1,4′-piperidine]-1′-ylcarbonyl)pyrazolo[1,5-a]pyrimidine-3-carbonyl]methanesulfonamide). Isolated yield 85.7%. As a reaction SMILES: [CH2:1]([NH:8][C:9]1[N:14]2[N:15]=[CH:16][C:17]([C:18](O)=[O:19])=[C:13]2[N:12]=[CH:11][C:10]=1[C:21]([N:23]1[CH2:28][CH2:27][C:26]2([C:36]3[C:31](=[CH:32][CH:33]=[CH:34][CH:35]=3)[C:30](=[O:37])[O:29]2)[CH2:25][CH2:24]1)=[O:22])[C:2]1[CH:7]=[CH:6][CH:5]=[CH:4][CH:3]=1.[CH3:38][S:39]([NH2:42])(=[O:41])=[O:40]>>[CH2:1]([NH:8][C:9]1[N:14]2[N:15]=[CH:16][C:17]([C:18]([NH:42][S:39]([CH3:38])(=[O:41])=[O:40])=[O:19])=[C:13]2[N:12]=[CH:11][C:10]=1[C:21]([N:23]1[CH2:24][CH2:25][C:26]2([C:36]3[C:31](=[CH:32][CH:33]=[CH:34][CH:35]=3)[C:30](=[O:37])[O:29]2)[CH2:27][CH2:28]1)=[O:22])[C:2]1[CH:3]=[CH:4][CH:5]=[CH:6][CH:7]=1. Procedure details: In the same manner as in Example 1, step 6 and using 7-benzylamino-6-(3-oxo-3H-spiro[isobenzofuran-1,4′-piperidine]-1′-ylcarbonyl)pyrazolo[1,5-a]pyrimidine-3-carboxylic acid (0.100 g, 0.201 mmol) obtained in step 4 and methanesulfonamide (0.096 g, 1.01 mmol), the title compound (0.099 g, 85%) was obtained. Starting materials: IC=1N=CN(C1)C(C1=CC=CC=C1)(C1=CC=CC=C1)C1=CC=CC=C1 (4-iodo-1-tritylimidazole), C(C)[Mg]Br (ethyl magnesium bromide), N1=CC=CC2=CC=CC(=C12)C=O (quinoline-8-carbaldehyde), Intermediate 11. Procedure details: A solution of 4-iodo-1-tritylimidazole (commercially available) 5.2 g, 11.94 mmol) in dichloromethane (80 mL) at −10° C. was treated with ethyl magnesium bromide (3.98 mL, 11.94 mmol, 3M in ether) and allowed to react for 45 m. A solution of quinoline-8-carbaldehyde, (Intermediate 11) (1.5 g, 9.55 mmol) in dichloromethane was added via syringe at −10° C. and stirred for 16 h at room temperature. The mixture was quenched with water (50 mL) and a sat. solution of ammonium chloride (50 mL) and subj... RXN SMILES: I[C:2]1[N:3]=[CH:4][N:5]([C:7]([C:20]2[CH:25]=[CH:24][CH:23]=[CH:22][CH:21]=2)([C:14]2[CH:19]=[CH:18][CH:17]=[CH:16][CH:15]=2)[C:8]2[CH:13]=[CH:12][CH:11]=[CH:10][CH:9]=2)[CH:6]=1.C([Mg]Br)C.[N:30]1[C:39]2[C:34](=[CH:35][CH:36]=[CH:37][C:38]=2[CH:40]=[O:41])[CH:33]=[CH:32][CH:31]=1>ClCCl>[N:30]1[C:39]2[C:34](=[CH:35][CH:36]=[CH:37][C:38]=2[CH:40]([C:6]2[N:5]([C:7]([C:14]3[CH:19]=[CH:18][CH:17]=[CH:16][CH:15]=3)([C:8]3[CH:9]=[CH:10][CH:11]=[CH:12][CH:13]=3)[C:20]3[CH:25]=[CH:24][CH:23]=[CH:22][CH:21]=3)[CH:4]=[N:3][CH:2]=2)[OH:41])[CH:33]=[CH:32][CH:31]=1. Product: N1=CC=CC2=CC=CC(=C12)C(O)C1=CN=CN1C(C1=CC=CC=C1)(C1=CC=CC=C1)C1=CC=CC=C1 (quinolin-8-yl(1-trityl-1H-imidazol-5-yl)methanol), Intermediate 12. Reaction conditions: time 16 hour. The solvent is ClCCl (dichloromethane), ClCCl (dichloromethane). The reactants are compound, Cl.CN(CCCCCN=C=N)C (1-(3-dimethylaminopropyl)-2-ethylcarbodiimide hydrochloride), CN(C=O)C (dimethylformamide), N[C@H]1[C@@H](C(OC2=C1C=C(C=C2)C#N)(C)C)O ((trans)-4-amino-3,4-dihydro-3-hydroxy-2,2-dimethyl-2H-1-benzopyran-6-carbonitrile). Conditions: time 2 hour. Yields the product C(#N)N=C(N[C@H]1[C@@H](C(OC2=C1C=C(C=C2)C#N)(C)C)O)NCC ((trans)-N"-Cyano-N-(6-cyano-3,4-dihydro-3-hydroxy-2,2-dimethyl-2H-1-benzopyran-4-yl)-N'-ethyl guanidine). RXN SMILES: [NH2:1][C@@H:2]1[C:7]2[CH:8]=[C:9]([C:12]#[N:13])[CH:10]=[CH:11][C:6]=2[O:5][C:4]([CH3:15])([CH3:14])[C@H:3]1[OH:16].Cl.CN(C)CCC[CH2:23][CH2:24][N:25]=[C:26]=[NH:27].[CH3:29][N:30](C)C=O>>[C:29]([N:27]=[C:26]([NH:25][CH2:24][CH3:23])[NH:1][C@@H:2]1[C:7]2[CH:8]=[C:9]([C:12]#[N:13])[CH:10]=[CH:11][C:6]=2[O:5][C:4]([CH3:14])([CH3:15])[C@H:3]1[OH:16])#[N:30] |f:1.2|. Procedure: To a solution of the title A compound (1.15 g, 8.9 mmol) and (trans)-4-amino-3,4-dihydro-3-hydroxy-2,2-dimethyl-2H-1-benzopyran-6-carbonitrile (prepared according to Evans et al., J. Med. Chem., 1983, 26, 1582 and J. Med. Chem., 1986, 29, 2194). (1.5 g, 6.9 mmol) in dimethylformamide (5 mL) under argon was added 1-(3-dimethylaminopropyl)-2-ethylcarbodiimide hydrochloride (1.71 g, 8.9 mmol) at room temperature. The reaction mixture was stirred at room temperature for 2 hours and then partitioned ... Reactants: C(C)OC1=CC(=C(C=O)C=C1C=1SC=CC1)OC (4-ethoxy-2-methoxy-5-thiophen-2-yl-benzaldehyde), C(C)(=O)C1=CC=C(C(=O)O)C=C1 (4-acetylbenzoic acid). Yields the product C(C)OC1=CC(=C(C=C1C=1SC=CC1)/C=C/C(=O)C1=CC=C(C(=O)O)C=C1)OC (4-[3E-(4-Ethoxy-2-methoxy-5-thiophen-2-yl-phenyl)-acryloyl]-benzoic acid). Yield: 76.0%. Reaction SMILES: [CH2:1]([O:3][C:4]1[C:11]([C:12]2[S:13][CH:14]=[CH:15][CH:16]=2)=[CH:10][C:7]([CH:8]=O)=[C:6]([O:17][CH3:18])[CH:5]=1)[CH3:2].[C:19]([C:22]1[CH:30]=[CH:29][C:25]([C:26]([OH:28])=[O:27])=[CH:24][CH:23]=1)(=[O:21])[CH3:20]>>[CH2:1]([O:3][C:4]1[C:11]([C:12]2[S:13][CH:14]=[CH:15][CH:16]=2)=[CH:10][C:7](/[CH:8]=[CH:20]/[C:19]([C:22]2[CH:30]=[CH:29][C:25]([C:26]([OH:28])=[O:27])=[CH:24][CH:23]=2)=[O:21])=[C:6]([O:17][CH3:18])[CH:5]=1)[CH3:2]. Reported procedure: The title compound was prepared by condensing 4-ethoxy-2-methoxy-5-thiophen-2-yl-benzaldehyde (Ex-53A) and 4-acetylbenzoic acid in a similar manner as described in Ex-3. Yellow solid, mp 210–212° C., 76% yield. 1H-NMR (300 MHz, DMSO-d6) δ 8.31 (s, 1H), 8.23 (d, 2H, J=9.0 Hz), 8.06–8.11 (m, 3H), 7.92 (d, 1H, J=16.2 Hz), 7.71 (d, 1H, J=3.9 Hz), 7.52 (d, 1H, J=5.1 Hz), 7.13 (dd, 1H, J=5.1, 3.9 Hz), 6.82 (s, 1H), 4.33 (q, 2H, J=6.1 Hz), 3.99 (s, 3H), 1.48 (t, 3H, J=6.1 Hz). MS (ESI) m/z=409 ([M+H]+,... Reactants: C(C=1C(C(=O)Cl)=CC(C(=O)Cl)=CC1)(=O)Cl (trimellitoyl chloride), N (ammonia), CC(=O)C (acetone), C(N)(=O)C=1C=C2C(C(=O)NC2=O)=CC1 (4-carbamoylphthalimide), C(C=1C(C(=O)Cl)=CC(C(=O)Cl)=CC1)(=O)Cl (trimellitoyl chloride), N (ammonia). Solvent: ClCCl (dichloromethane), C(C)(=O)OCC (ethyl acetate), C(Cl)(Cl)Cl (chloroform). Product: C(N)(=O)C1=C(C(=O)O)C=CC(=C1)C(N)=O (2,4-dicarbamoylbenzoic acid), C(N)(=O)C1=C(C(=O)O)C=C(C=C1)C(N)=O (2,5-dicarbamoylbenzoic acid). As a reaction SMILES: [C:1]([C:4]1[CH:5]=[C:6]2[C:11](=[O:12])[NH:10][C:8](=[O:9])[C:7]2=[CH:13][CH:14]=1)(=[O:3])[NH2:2].C(Cl)(=O)C1C(=CC(=CC=1)C(Cl)=O)C(Cl)=[O:19].N.CC(C)=[O:33]>C(OCC)(=O)C.C(Cl)(Cl)Cl.ClCCl>[C:11]([C:6]1[CH:5]=[C:4]([C:1](=[O:3])[NH2:2])[CH:14]=[CH:13][C:7]=1[C:8]([OH:19])=[O:9])(=[O:12])[NH2:10].[C:8]([C:7]1[CH:13]=[CH:14][C:4]([C:1](=[O:3])[NH2:2])=[CH:5][C:6]=1[C:11]([OH:33])=[O:12])(=[O:9])[NH2:10]. Reported procedure: In this step, 4-carbamoylphthalimide is prepared by reacting trimellitoyl chloride with ammonia and dehydrating the obtained product. Specifically, this reaction is conducted by reacting trimellitoyl chloride with aqueous ammonia either without any solvent or in a state dissolved in a solvent at a temperature ranging from about −15° C. to room temperature. The solvent to be used in this case is preferably acetone, dichloromethane, chloroform or ethyl acetate, though any organic solvent inert to ... The reactants are C(C)(C)(C)P(C1=C(C=CC=C1)C=1C(=CC=CC1)N(C)C)C(C)(C)C (2′-(di-tert-butylphosphino)-N,N-dimethylbiphenyl-2-amine), BrC1=NC(=CC=C1)CO[Si](C)(C)C(C)(C)C (2-Bromo-6-({[tert-butyl(dimethyl)silyl]oxy}methyl)pyridine), OC[C@@H]1N(CCC1)C(=O)OC(C)(C)C (tert-butyl (2R)-2-(hydroxymethyl)pyrrolidine-1-carboxylate), C(C)(C)(C)P(C1=C(C=CC=C1)C=1C(=CC=CC1)N(C)C)C(C)(C)C (2′-(di-tert-butylphosphino)-N,N-dimethylbiphenyl-2-amine), C(=O)([O-])[O-].[Cs+].[Cs+] (Cs2CO3). The reagents and catalysts are CC(=O)[O-].CC(=O)[O-].[Pd+2] (Pd(OAc)2), CC(=O)[O-].CC(=O)[O-].[Pd+2] (Pd(OAc)2). The solvent is C1(=CC=CC=C1)C (toluene), C(Cl)Cl (DCM), O (H2O). Conditions: temperature 100 celsius, time 24 hour. The product is [Si](C)(C)(C(C)(C)C)OCC1=CC=CC(=N1)OC[C@@H]1N(CCC1)C(=O)OC(C)(C)C (tert-Butyl (2R)-2-({[6-({[tert-butyl(dimethyl)silyl]oxy}methyl)pyridin-2-yl]oxy}methyl)pyrrolidine-1-carboxylate). As a reaction SMILES: Br[C:2]1[CH:7]=[CH:6][CH:5]=[C:4]([CH2:8][O:9][Si:10]([C:13]([CH3:16])([CH3:15])[CH3:14])([CH3:12])[CH3:11])[N:3]=1.[OH:17][CH2:18][C@H:19]1[CH2:23][CH2:22][CH2:21][N:20]1[C:24]([O:26][C:27]([CH3:30])([CH3:29])[CH3:28])=[O:25].C(P(C(C)(C)C)C1C=CC=CC=1C1C(N(C)C)=CC=CC=1)(C)(C)C.C([O-])([O-])=O.[Cs+].[Cs+]>CC([O-])=O.CC([O-])=O.[Pd+2].C(Cl)Cl.O.C1(C)C=CC=CC=1>[Si:10]([O:9][CH2:8][C:4]1[N:3]=[C:2]([O:17][CH2:18][C@H:19]2[CH2:23][CH2:22][CH2:21][N:20]2[C:24]([O:26][C:27]([CH3:30])([CH3:29])[CH3:28])=[O:25])[CH:7]=[CH:6][CH:5]=1)([C:13]([CH3:16])([CH3:15])[CH3:14])([CH3:12])[CH3:11] |f:3.4.5,6.7.8|. Reported procedure: 2-Bromo-6-({[tert-butyl(dimethyl)silyl]oxy}methyl)pyridine (1.0 g, 3.3 mmol, from Example 21a), tert-butyl (2R)-2-(hydroxymethyl)pyrrolidine-1-carboxylate (0.67 g, 3.3 mmol), Pd(OAc)2 (14.8 mg, 0.066 mmol), 2′-(di-tert-butylphosphino)-N,N-dimethylbiphenyl-2-amine (28 mg, 0.083 mmol), Cs2CO3 (2.15 g, 6.6 mmol) and toluene (10 mL) were mixed, degassed and stirred at 100° C. under a nitrogen atmosphere. After 24 h, additional portions of Pd(OAc)2 (14.8 mg, 0.066 mmol) and 2′-(di-tert-butylphosphino...